From a dataset of the Open Reaction Database (ORD), a public repository of structured organic reaction records. describe an organic reaction: reactants, conditions, products, and yield Starting materials: C(#N)[BH3-].[Na+] (sodium cyanoborohydride), C(C)(=O)O (acetic acid), CC(C)(OC(=O)N1CCNCC1)C (1-(1,1-dimethylethoxycarbonyl)piperazine), C1(=CC=CC=C1)CN1CCC(CC1)=O (1-(phenylmethyl)-4-piperidinone), C(C)(=O)O (acetic acid). The solvent is CO (methanol). Conditions: time 18 hour. Product: CC(C)(OC(=O)N1CCN(CC1)C1CCN(CC1)CC1=CC=CC=C1)C (1-(1,1-dimethylethoxycarbonyl)-4-[1-(phenylmethyl)-4-piperidinyl]piperazine). RXN SMILES: [CH3:1][C:2]([CH3:13])([O:4][C:5]([N:7]1[CH2:12][CH2:11][NH:10][CH2:9][CH2:8]1)=[O:6])[CH3:3].[C:14]1([CH2:20][N:21]2[CH2:26][CH2:25][C:24](=O)[CH2:23][CH2:22]2)[CH:19]=[CH:18][CH:17]=[CH:16][CH:15]=1.C(O)(=O)C.C([BH3-])#N.[Na+]>CO>[CH3:3][C:2]([CH3:13])([O:4][C:5]([N:7]1[CH2:8][CH2:9][N:10]([CH:24]2[CH2:23][CH2:22][N:21]([CH2:20][C:14]3[CH:19]=[CH:18][CH:17]=[CH:16][CH:15]=3)[CH2:26][CH2:25]2)[CH2:11][CH2:12]1)=[O:6])[CH3:1] |f:3.4|. Procedure: A solution of 15.0 g ( 0.8054 mol) of 1-(1,1-dimethylethoxycarbonyl)piperazine and 14.26 ml (0.08053 mol) of 1-(phenylmethyl)-4-piperidinone in 250 ml of methanol was adjusted to a pH of between 5 and 6 by dropwise addition of acetic acid and mixed in batches with a total of 4.13 g ( 0.0624 mol) of 95% sodium cyanoborohydride, whilst taking care to maintain a pH of 5 to 6 by further dropwise addition of acetic acid. After stirring for 18 hours at room temperature the mixture was evaporated down ... The reactants are [Cl-], [Mg+]Cc1ccc(Cl)c(Cl)c1, COC(=O)c1cc2c([nH]1)CCC2=O. Yields the product COC(=O)c1cc2c([nH]1)CCC2Cc1ccc(Cl)c(Cl)c1. As a reaction SMILES: [Cl-:14].[Cl:15][c:16]1[cH:17][c:18]([CH2:19][Mg+:20])[cH:21][cH:22][c:23]1[Cl:24].[O:1]=[C:2]1[CH2:3][CH2:4][c:5]2[nH:6][c:7]([C:10](=[O:11])[O:12][CH3:13])[cH:8][c:9]21>>[CH:2]1([CH2:19][c:18]2[cH:17][c:16]([Cl:15])[c:23]([Cl:24])[cH:22][cH:21]2)[CH2:3][CH2:4][c:5]2[nH:6][c:7]([C:10](=[O:11])[O:12][CH3:13])[cH:8][c:9]21. The reactants are NC=1C=NC2=CC=CN=C2C1NCCNC(OC(C)(C)C)=O (1,1-Dimethylethyl N-{2-[(3-amino[1,5]naphthyridin-4-yl)amino]ethyl}carbamate), C(CCCC)(OC)(OC)OC (trimethyl orthovalerate), C(CCCC)(OC)(OC)OC (trimethyl orthovalerate), C1(=CC=CC=C1)C (toluene). Run in C=1(C(=CC=CC1)C)C (Xylene). Product: C(CCC)C=1N(C2=C(C=NC=3C=CC=NC23)N1)CCNC(OC(C)(C)C)=O (1,1-dimethylethyl N-[2-(2-butyl-1H-imidazo[4,5-c][1,5]naphthyridin-1-yl)ethyl]carbamate). Yield: 47.4%. RXN SMILES: [NH2:1][C:2]1[CH:3]=[N:4][C:5]2[C:10]([C:11]=1[NH:12][CH2:13][CH2:14][NH:15][C:16](=[O:22])[O:17][C:18]([CH3:21])([CH3:20])[CH3:19])=[N:9][CH:8]=[CH:7][CH:6]=2.[C:23](OC)(OC)(OC)[CH2:24][CH2:25][CH2:26][CH3:27].C1(C)C=CC=CC=1>C1(C)C(C)=CC=CC=1>[CH2:24]([C:23]1[N:12]([CH2:13][CH2:14][NH:15][C:16](=[O:22])[O:17][C:18]([CH3:19])([CH3:21])[CH3:20])[C:11]2[C:10]3[N:9]=[CH:8][CH:7]=[CH:6][C:5]=3[N:4]=[CH:3][C:2]=2[N:1]=1)[CH2:25][CH2:26][CH3:27]. Procedure details: 1,1-Dimethylethyl N-{2-[(3-amino[1,5]naphthyridin-4-yl)amino]ethyl}carbamate 0.6 g, 2 mmol), trimethyl orthovalerate (0.35 g, 2.1 mmol), and toluene (25 mL) were combined and heated at reflux for 2 hours. Additional trimethyl orthovalerate (1 eq.) was added and the reaction mixture was heated at reflux overnight. Xylene was added and the toluene was distilled off. The reaction was heated at reflux for an additional 8 hours. The bulk of the xylene was distilled off leaving a volume of about 5 mL.... Reactants: O=C1CCC(=O)N1Br, O=C(OOC(=O)c1ccccc1)c1ccccc1, ClC(Cl)(Cl)Cl, Cc1ccc2c([N+](=O)[O-])cccc2n1. The product is O=[N+]([O-])c1cccc2nc(CBr)ccc12. RXN SMILES: [Br:33][N:34]1[C:35](=[O:36])[CH2:37][CH2:38][C:39]1=[O:40].[C:15]([O:16][O:17][C:18](=[O:19])[c:20]1[cH:21][cH:22][cH:23][cH:24][cH:25]1)(=[O:26])[c:27]1[cH:28][cH:29][cH:30][cH:31][cH:32]1.[Cl:41][C:42]([Cl:43])([Cl:44])[Cl:45].[N+:1](=[O:2])([O-:3])[c:4]1[c:5]2[cH:6][cH:7][c:8]([CH3:14])[n:9][c:10]2[cH:11][cH:12][cH:13]1>>[N+:1](=[O:2])([O-:3])[c:4]1[c:5]2[cH:6][cH:7][c:8]([CH2:14][Br:33])[n:9][c:10]2[cH:11][cH:12][cH:13]1.